This data is from the Open Reaction Database (ORD), a public repository of structured organic reaction records. The task is: describe an organic reaction: reactants, conditions, products, and yield Reactants: E9, FC=1C=C(C=CC1OC=1C=NC=C(C1)C(F)(F)F)CO ((3-fluoro-4-((5-(trifluoromethyl)pyridin-3-yl)oxy)phenyl)methanol), ClC=1C=C2N(C(N1)=O)CC(N2C(=O)OC(C)(C)C)(C)C (tert-butyl 7-chloro-2,2-dimethyl-5-oxo-2,3-dihydroimidazo[1,2-c]pyrimidine-1(5H)-carboxylate). The product is FC=1C=C(COC=2C=C3N(C(N2)=O)CC(N3)(C)C)C=CC1OC=1C=NC=C(C1)C(F)(F)F (7-((3-fluoro-4-((5-(trifluoromethyl)pyridin-3-yl)oxy)benzyl)oxy)-2,2-dimethyl-2,3-dihydroimidazo[1,2-c]pyrimidin-5(1H)-one). RXN SMILES: [F:1][C:2]1[CH:3]=[C:4]([CH2:19][OH:20])[CH:5]=[CH:6][C:7]=1[O:8][C:9]1[CH:10]=[N:11][CH:12]=[C:13]([C:15]([F:18])([F:17])[F:16])[CH:14]=1.Cl[C:22]1[CH:23]=[C:24]2[N:31](C(OC(C)(C)C)=O)[C:30]([CH3:40])([CH3:39])[CH2:29][N:25]2[C:26](=[O:28])[N:27]=1>>[F:1][C:2]1[CH:3]=[C:4]([CH:5]=[CH:6][C:7]=1[O:8][C:9]1[CH:10]=[N:11][CH:12]=[C:13]([C:15]([F:16])([F:17])[F:18])[CH:14]=1)[CH2:19][O:20][C:22]1[CH:23]=[C:24]2[NH:31][C:30]([CH3:40])([CH3:39])[CH2:29][N:25]2[C:26](=[O:28])[N:27]=1. Procedure details: The title compound was prepared by a procedure similar to that described for E9 starting from (3-fluoro-4-((5-(trifluoromethyl)pyridin-3-yl)oxy)phenyl)methanol and tert-butyl 7-chloro-2,2-dimethyl-5-oxo-2,3-dihydroimidazo[1,2-c]pyrimidine-1(5H)-carboxylate. Starting materials: COC(CBr)OC, CS(C)=O, Cc1cc(O)ccc1F, [K+], [OH-], O. Yields the product COC(COc1ccc(F)c(C)c1)OC. Reaction SMILES: [CH3:12][O:13][CH:14]([CH2:15][Br:16])[O:17][CH3:18].[CH3:19][S:20](=[O:21])[CH3:22].[F:1][c:2]1[c:3]([CH3:9])[cH:4][c:5]([OH:8])[cH:6][cH:7]1.[K+:11].[OH-:10].[OH2:23]>>[F:1][c:2]1[c:3]([CH3:9])[cH:4][c:5]([O:8][CH2:15][CH:14]([O:13][CH3:12])[O:17][CH3:18])[cH:6][cH:7]1. Reactants: C(C)OC(=O)C1(CC2=CC=CC=C2C1)C(NC1=C2C=CN=CC2=CC=C1)=O (2-(Isoquinolin-5-ylcarbamoyl)-indan-2-carboxylic Acid Ethyl Ester), CCO (EtOH). Reagents/catalysts: [Pt](=O)=O (platinum (IV) oxide). Run in C(C)(=O)O (Acetic acid). Run at time 4 hour. The product is C(C)OC(=O)C1(CC2=CC=CC=C2C1)C(NC1=C2CCNCC2=CC=C1)=O (2-(1,2,3,4-Tetrahydro-isoquinolin-5-ylcarbamoyl)-indan-2-carboxylic acid ethyl ester). Yield: 98.7%. RXN SMILES: [CH2:1]([O:3][C:4]([C:6]1([C:15](=[O:27])[NH:16][C:17]2[CH:26]=[CH:25][CH:24]=[C:23]3[C:18]=2[CH:19]=[CH:20][N:21]=[CH:22]3)[CH2:14][C:13]2[C:8](=[CH:9][CH:10]=[CH:11][CH:12]=2)[CH2:7]1)=[O:5])[CH3:2].CCO>[Pt](=O)=O.C(O)(=O)C>[CH2:1]([O:3][C:4]([C:6]1([C:15](=[O:27])[NH:16][C:17]2[CH:26]=[CH:25][CH:24]=[C:23]3[C:18]=2[CH2:19][CH2:20][NH:21][CH2:22]3)[CH2:14][C:13]2[C:8](=[CH:9][CH:10]=[CH:11][CH:12]=2)[CH2:7]1)=[O:5])[CH3:2]. Procedure details: A 100 mL Parr reaction vessel is charged with 2-(Isoquinolin-5-ylcarbamoyl)-indan-2-carboxylic acid ethyl ester (320, 500 mg, 1.39 mmol) and EtOH (10 mL). The reaction vessel is agitated by swirling until dissolution ° C. curred. Acetic acid (10 mL) and platinum (IV) oxide (117 mg, 0.52 mmol) are added. The vessel is fitted on a Parr hydrogenation apparatus, flushed with N2 and then evacuated. The vessel is charged with hydrogen to 50 psi. The apparatus is set to agitate. After 4 h, agitation is... The reactants are FC=1C=NC=C(C1CO)F ((3,5-Difluoro-4-pyridyl)methanol), S(=O)(Br)Br (Thionyl bromide). The reagents and catalysts are CN(C)C=O (DMF). The solvent is C(Cl)Cl (CH2Cl2). Conditions: time 1.5 hour. The product is BrCC1=C(C=NC=C1F)F (4-(bromomethyl)-3,5-difluoro-pyridine). As a reaction SMILES: [F:1][C:2]1[CH:3]=[N:4][CH:5]=[C:6]([F:10])[C:7]=1[CH2:8]O.S(Br)([Br:13])=O>C(Cl)Cl.CN(C=O)C>[Br:13][CH2:8][C:7]1[C:2]([F:1])=[CH:3][N:4]=[CH:5][C:6]=1[F:10]. Procedure: (3,5-Difluoro-4-pyridyl)methanol (6.11 g, 42.11 mmol) was dissolved in CH2Cl2 (140 mL). At 0° C. Thionyl bromide (3.589 mL, 46.32 mmol) was added slowly, then 1 drop of DMF was added: the solution turned yellow with gas evolution. The reaction mixture was stirred at rt for 1.5 h. It was quenched with 10 ml water. The pH was made basic (pH=9) with aq NaHCO3. The water layer was extracted 3 times with CH2Cl2. The combined organic layers were washed with brine. The organic phase was dried with Na2S... Reported procedure: To 5 ml of N,N-dimethylformamide were added 0.2 g of 4-chloro-6-(2-propynyloxy)pyrimidine, 0.25 g of potassium carbonate, and 0.21 g of 2,5-dichlorophenol, followed by stirring at 60° C. for 7 hours. The reaction mixture was then left for cooling to room temperature and poured into a saturated aqueous ammonium chloride solution, which was extracted three times with chloroform. The chloroform layers were combined, washed with diluted hydrochloric acid and then with water, and dried over anhydrous... Product: ClC1=C(OC2=NC=NC(=C2)OCC#C)C=C(C=C1)Cl (4-(2,5-dichlorophenoxy)-6-(2-propynyloxy)pyrimidine). As a reaction SMILES: Cl[C:2]1[CH:7]=[C:6]([O:8][CH2:9][C:10]#[CH:11])[N:5]=[CH:4][N:3]=1.C(=O)([O-])[O-].[K+].[K+].[Cl:18][C:19]1[CH:24]=[CH:23][C:22]([Cl:25])=[CH:21][C:20]=1[OH:26].[Cl-].[NH4+]>CN(C)C=O>[Cl:18][C:19]1[CH:24]=[CH:23][C:22]([Cl:25])=[CH:21][C:20]=1[O:26][C:2]1[CH:7]=[C:6]([O:8][CH2:9][C:10]#[CH:11])[N:5]=[CH:4][N:3]=1 |f:1.2.3,5.6|. Isolated yield 54.3%. Run in CN(C=O)C (N,N-dimethylformamide). Conditions: temperature 60 celsius, time 7 hour. The reactants are ClC1=NC=NC(=C1)OCC#C (4-chloro-6-(2-propynyloxy)pyrimidine), C([O-])([O-])=O.[K+].[K+] (potassium carbonate), ClC1=C(C=C(C=C1)Cl)O (2,5-dichlorophenol), [Cl-].[NH4+] (ammonium chloride). The reactants are COc1ccccc1-c1nn(COCC[Si](C)(C)C)c2ncc(-c3cccc(C(C(=O)O)N(C)C(=O)OC(C)(C)C)c3)cc12, C1CCOC1, CNC, CCN(C(C)C)C(C)C. Yields the product COc1ccccc1-c1nn(COCC[Si](C)(C)C)c2ncc(-c3cccc(C(C(=O)N(C)C)N(C)C(=O)OC(C)(C)C)c3)cc12. Reaction SMILES: [C:1]([CH3:2])([CH3:3])([CH3:4])[O:5][C:6](=[O:7])[N:8]([CH3:9])[CH:10]([C:11](=[O:12])[OH:13])[c:14]1[cH:15][c:16](-[c:20]2[cH:21][c:22]3[c:23]([n:24][cH:25]2)[n:26]([CH2:37][O:38][CH2:39][CH2:40][Si:41]([CH3:42])([CH3:43])[CH3:44])[n:27][c:28]3-[c:29]2[c:30]([O:35][CH3:36])[cH:31][cH:32][cH:33][cH:34]2)[cH:17][cH:18][cH:19]1.[CH2:57]1[O:58][CH2:59][CH2:60][CH2:61]1.[CH3:45][NH:46][CH3:47].[CH:48]([N:49]([CH:50]([CH3:51])[CH3:52])[CH2:53][CH3:54])([CH3:55])[CH3:56]>>[C:1]([CH3:2])([CH3:3])([CH3:4])[O:5][C:6](=[O:7])[N:8]([CH3:9])[CH:10]([C:11](=[O:12])[N:46]([CH3:45])[CH3:47])[c:14]1[cH:15][c:16](-[c:20]2[cH:21][c:22]3[c:23]([n:24][cH:25]2)[n:26]([CH2:37][O:38][CH2:39][CH2:40][Si:41]([CH3:42])([CH3:43])[CH3:44])[n:27][c:28]3-[c:29]2[c:30]([O:35][CH3:36])[cH:31][cH:32][cH:33][cH:34]2)[cH:17][cH:18][cH:19]1. Starting materials: C(C)(C)(C)C1=CC=C(CNCCC2=CC(=CC(=C2)F)F)C=C1 ((4-tert-butyl-benzyl)-[2-(3,5-difluoro-phenyl)-ethyl]-amine), FC1=CC=C2C=CNC2=C1C(=O)O (6-fluoro-1H-indole-7-carboxylic acid), CN(C)C(=[N+](C)C)ON1C2=C(C=CC=C2)N=N1.[B-](F)(F)(F)F (TBTU), C(C)(C)N(C(C)C)CC (N,N-diisopropylethyl amine). Solvent: CN(C)C=O (DMF), O (water). Reaction conditions: time 5 minute. The product is C(C)(C)(C)C1=CC=C(CN(C(=O)C=2C(=CC=C3C=CNC23)F)CCC2=CC(=CC(=C2)F)F)C=C1 (6-Fluoro-1H-indole-7-carboxylic acid (4-tert-butyl-benzyl)-[2-(3,5-difluoro-phenyl)-ethyl]-amide). Isolated yield 79.4%. Reaction SMILES: [F:1][C:2]1[C:10]([C:11]([OH:13])=O)=[C:9]2[C:5]([CH:6]=[CH:7][NH:8]2)=[CH:4][CH:3]=1.CN(C(ON1N=NC2C=CC=CC1=2)=[N+](C)C)C.[B-](F)(F)(F)F.C(N(CC)C(C)C)(C)C.[C:45]([C:49]1[CH:66]=[CH:65][C:52]([CH2:53][NH:54][CH2:55][CH2:56][C:57]2[CH:62]=[C:61]([F:63])[CH:60]=[C:59]([F:64])[CH:58]=2)=[CH:51][CH:50]=1)([CH3:48])([CH3:47])[CH3:46]>CN(C=O)C.O>[C:45]([C:49]1[CH:50]=[CH:51][C:52]([CH2:53][N:54]([CH2:55][CH2:56][C:57]2[CH:58]=[C:59]([F:64])[CH:60]=[C:61]([F:63])[CH:62]=2)[C:11]([C:10]2[C:2]([F:1])=[CH:3][CH:4]=[C:5]3[C:9]=2[NH:8][CH:7]=[CH:6]3)=[O:13])=[CH:65][CH:66]=1)([CH3:48])([CH3:46])[CH3:47] |f:1.2|. Procedure details: To a solution of 80 mg (0.45 mmol) of 6-fluoro-1H-indole-7-carboxylic acid and 143 mg of TBTU (0.45 mmol) in 5 ml DMF, were added 0.38 ml (2.23 mmol) of N,N-diisopropylethyl amine. After stirring for 5 min at rt, 176 mg (0.58 mmol) of (4-tert-butyl-benzyl)-[2-(3,5-difluoro-phenyl)-ethyl]-amine were added. After stirring for 17 h at rt, the reaction mixture was diluted with 50 ml water and extracted with 2×50 ml EtOAc. The combined organic phases were washed with water and brine, dried with magne...